This data is from the Open Reaction Database (ORD), a public repository of structured organic reaction records. The task is: describe an organic reaction: reactants, conditions, products, and yield The reactants are CN1N=C(C=C1C1=CC2=C(CCNCC2)C=C1)C (7-(1,3-dimethyl-1H-pyrazol-5-yl)-2,3,4,5-tetrahydro-1H-3-benzazepine), CN1N=C(C=C1C1=CC2=C(CCNCC2)C=C1)C (7-(1,3-dimethyl-1H-pyrazol-5-yl)-2,3,4,5-tetrahydro-1H-3-benzazepine), ClCCCSC=1N(C(=NN1)C1=C2C=CC(=NC2=CC=C1)C)C (5-{5-[(3-chloropropyl)thio]-4-methyl-4H-1,2,4-triazol-3-yl}-2-methylquinoline), ClCCCSC=1N(C(=NN1)C1=C2C=CC(=NC2=CC=C1)C)C (5-{5-[(3-chloropropyl)thio]-4-methyl-4H-1,2,4-triazol-3-yl}-2-methylquinoline), [I-].[Na+] (sodium iodide), C([O-])([O-])=O.[K+].[K+] (potassium carbonate). The solvent is CN(C=O)C (dimethylformamide), O (water). Reaction conditions: temperature 60 celsius, time 24 hour. Yields the product CN1N=C(C=C1C1=CC2=C(CCN(CC2)CCCSC2=NN=C(N2C)C2=C3C=CC(=NC3=CC=C2)C)C=C1)C (7-(1,3-dimethyl-1H-pyrazol-5-yl)-3-(3-{[4-methyl-5-(2-methyl-5-quinolinyl)-4H-1,2,4-triazol-3-yl]thio}propyl)-2,3,4,5-tetrahydro-1H-3-benzazepine). Isolated yield 37.0%. RXN SMILES: [CH3:1][N:2]1[C:6]([C:7]2[CH:17]=[CH:16][C:10]3[CH2:11][CH2:12][NH:13][CH2:14][CH2:15][C:9]=3[CH:8]=2)=[CH:5][C:4]([CH3:18])=[N:3]1.Cl[CH2:20][CH2:21][CH2:22][S:23][C:24]1[N:25]([CH3:40])[C:26]([C:29]2[CH:38]=[CH:37][CH:36]=[C:35]3[C:30]=2[CH:31]=[CH:32][C:33]([CH3:39])=[N:34]3)=[N:27][N:28]=1.[I-].[Na+].C(=O)([O-])[O-].[K+].[K+]>CN(C)C=O.O>[CH3:1][N:2]1[C:6]([C:7]2[CH:17]=[CH:16][C:10]3[CH2:11][CH2:12][N:13]([CH2:20][CH2:21][CH2:22][S:23][C:24]4[N:25]([CH3:40])[C:26]([C:29]5[CH:38]=[CH:37][CH:36]=[C:35]6[C:30]=5[CH:31]=[CH:32][C:33]([CH3:39])=[N:34]6)=[N:27][N:28]=4)[CH2:14][CH2:15][C:9]=3[CH:8]=2)=[CH:5][C:4]([CH3:18])=[N:3]1 |f:2.3,4.5.6|. Procedure: To a stirred solution of 7-(1,3-dimethyl-1H-pyrazol-5-yl)-2,3,4,5-tetrahydro-1H-3-benzazepine (4 g) (intermediate 3) in dimethylformamide, at room temperature, 5-{5-[(3-chloropropyl)thio]-4-methyl-4H-1,2,4-triazol-3-yl}-2-methylquinoline (intermediate 8) (6.8 g), sodium iodide (3.06 g) and anhydrous potassium carbonate (2.82 g) were subsequently added and the reaction mixture was warmed to 60° C. and kept reacting for 24 h. After allowing the reaction mixture to reach room temperature, water (70...